Dataset: the Open Reaction Database (ORD), a public repository of structured organic reaction records. Task: describe an organic reaction: reactants, conditions, products, and yield Starting materials: CN1C(=CC2=CC(=CC=C12)N(CC(=O)OCC)S(=O)(=O)C=1C=CC=C2C=CC=NC12)CCC1=CC=C(C=C1)C(N)=N (1-methyl-2-[2-(4-amidinophenyl)-ethyl]-5-[N-(ethoxycarbonylmethyl)-quinoline-8-sul-phonylamino]-indole), [OH-].[Na+] (sodium hydroxide). Yields the product CN1C(=CC2=CC(=CC=C12)N(CC(=O)O)S(=O)(=O)C=1C=CC=C2C=CC=NC12)CCC1=CC=C(C=C1)C(N)=N (1-methyl-2-[2-(4-amidinophenyl)-ethyl]-5-[N-(hydroxycarbonylmethyl)-quinoline-8-sulphonylamino]-indole). Reaction SMILES: [CH3:1][N:2]1[C:10]2[C:5](=[CH:6][C:7]([N:11]([S:18]([C:21]3[CH:22]=[CH:23][CH:24]=[C:25]4[C:30]=3[N:29]=[CH:28][CH:27]=[CH:26]4)(=[O:20])=[O:19])[CH2:12][C:13]([O:15]CC)=[O:14])=[CH:8][CH:9]=2)[CH:4]=[C:3]1[CH2:31][CH2:32][C:33]1[CH:38]=[CH:37][C:36]([C:39](=[NH:41])[NH2:40])=[CH:35][CH:34]=1.[OH-].[Na+]>>[CH3:1][N:2]1[C:10]2[C:5](=[CH:6][C:7]([N:11]([S:18]([C:21]3[CH:22]=[CH:23][CH:24]=[C:25]4[C:30]=3[N:29]=[CH:28][CH:27]=[CH:26]4)(=[O:20])=[O:19])[CH2:12][C:13]([OH:15])=[O:14])=[CH:8][CH:9]=2)[CH:4]=[C:3]1[CH2:31][CH2:32][C:33]1[CH:34]=[CH:35][C:36]([C:39](=[NH:40])[NH2:41])=[CH:37][CH:38]=1 |f:1.2|. Reported procedure: Prepared analogously to Example 3 from 1-methyl-2-[2-(4-amidinophenyl)-ethyl]-5-[N-(ethoxycarbonylmethyl)-quinoline-8-sul-phonylamino]-indole and sodium hydroxide solution. The solvent is O1CCCC1 (tetrahydrofuran), O1CCCC1 (tetrahydrofuran), CCCCCC (hexane), O1CCCC1 (tetrahydrofuran). Procedure details: 5.25 g (0.120 mol) of sodium hydride (as a 55% w/w dispersion in mineral oil) was washed with hexane and then suspended in 70 ml of tetrahydrofuran. A solution of 26.0 ml (0.131 mol) of ethyl diethylphosphonoacetate in 30 ml of tetrahydrofuran was added dropwise over a period of 40 minutes to the suspension, whilst ice-cooling, and the resulting mixture was stirred at room temperature for 10 minutes. A solution of 27.83 g (79.4 mmol) of 1-(4-t-butyldimethylsilyloxymethyl-2-methoxyphenyl)-2-oxohe... Isolated yield 98.7%. Run at time 10 minute. Product: [Si](C)(C)(C(C)(C)C)OCC1=CC(=C(C=C1)C(=CC(=O)OCC)CCCCC)OC (Ethyl 3-(4-t-butyldimethylsilyloxymethyl-2-methoxyphenyl)-2-octenoate). Reactants: C(C)OP(=O)(OCC)CC(=O)OCC (ethyl diethylphosphonoacetate), [Cl-].[NH4+] (ammonium chloride), [Si](C)(C)(C(C)(C)C)OCC1=CC(=C(C=C1)CC(CCCC)=O)OC (1-(4-t-butyldimethylsilyloxymethyl-2-methoxyphenyl)-2-oxohexane), [H-].[Na+] (sodium hydride). As a reaction SMILES: [H-].[Na+].C(OP([CH2:11][C:12]([O:14][CH2:15][CH3:16])=[O:13])(OCC)=O)C.[Si:17]([O:24][CH2:25][C:26]1[CH:31]=[CH:30][C:29]([CH2:32][C:33](=O)[CH2:34][CH2:35][CH2:36][CH3:37])=[C:28]([O:39][CH3:40])[CH:27]=1)([C:20]([CH3:23])([CH3:22])[CH3:21])([CH3:19])[CH3:18].[Cl-].[NH4+]>CCCCCC.O1CCCC1>[Si:17]([O:24][CH2:25][C:26]1[CH:31]=[CH:30][C:29]([C:32]([CH2:33][CH2:34][CH2:35][CH2:36][CH3:37])=[CH:11][C:12]([O:14][CH2:15][CH3:16])=[O:13])=[C:28]([O:39][CH3:40])[CH:27]=1)([C:20]([CH3:22])([CH3:23])[CH3:21])([CH3:18])[CH3:19] |f:0.1,4.5|.